From a dataset of the Open Reaction Database (ORD), a public repository of structured organic reaction records. describe an organic reaction: reactants, conditions, products, and yield The reactants are CCOC(=O)c1c(NC(=O)C2C(C)(C)C2(C)C)sc2c1CCOC2, CCN. The product is CCNC(=O)c1c(NC(=O)C2C(C)(C)C2(C)C)sc2c1CCOC2. Reaction SMILES: [CH3:1][C:2]1([CH3:24])[CH:3]([C:7](=[O:8])[NH:9][c:10]2[c:11]([C:19]([O:21][CH2:20][CH3:22])=[O:23])[c:12]3[c:13]([s:18]2)[CH2:14][O:15][CH2:16][CH2:17]3)[C:4]1([CH3:5])[CH3:6].[CH3:25][CH2:26][NH2:27]>>[CH3:1][C:2]1([CH3:24])[CH:3]([C:7](=[O:8])[NH:9][c:10]2[c:11]([C:19](=[O:21])[NH:27][CH2:26][CH3:25])[c:12]3[c:13]([s:18]2)[CH2:14][O:15][CH2:16][CH2:17]3)[C:4]1([CH3:5])[CH3:6]. Reactants: CC(C)(C)OC(=O)NC(Cn1c(=O)c(-c2ccccc2Cl)cn(Cc2c(F)cccc2C(F)(F)F)c1=O)c1ccccc1, ClCCl, O=C(O)C(F)(F)F. The product is NC(Cn1c(=O)c(-c2ccccc2Cl)cn(Cc2c(F)cccc2C(F)(F)F)c1=O)c1ccccc1. As a reaction SMILES: [C:1]([O:2][C:3](=[O:4])[NH:8][CH:9]([CH2:10][n:11]1[c:12](=[O:37])[n:13]([CH2:25][c:26]2[c:27]([F:36])[cH:28][cH:29][cH:30][c:31]2[C:32]([F:33])([F:34])[F:35])[cH:14][c:15](-[c:18]2[c:19]([Cl:24])[cH:20][cH:21][cH:22][cH:23]2)[c:16]1=[O:17])[c:38]1[cH:39][cH:40][cH:41][cH:42][cH:43]1)([CH3:5])([CH3:6])[CH3:7].[Cl:51][CH2:52][Cl:53].[F:44][C:45]([F:46])([F:47])[C:48]([OH:49])=[O:50]>>[NH2:8][CH:9]([CH2:10][n:11]1[c:12](=[O:37])[n:13]([CH2:25][c:26]2[c:27]([F:36])[cH:28][cH:29][cH:30][c:31]2[C:32]([F:33])([F:34])[F:35])[cH:14][c:15](-[c:18]2[c:19]([Cl:24])[cH:20][cH:21][cH:22][cH:23]2)[c:16]1=[O:17])[c:38]1[cH:39][cH:40][cH:41][cH:42][cH:43]1. Starting materials: [N+](=O)([O-])C1=CC=C(C(=O)Cl)C=C1 (paranitrobenzoyl chloride), C1(=CC=CC=C1)C1(CCCCC1)C1=CC=CC=C1 (diphenylcyclohexane), Cl (HCl). Reagents/catalysts: [Fe](Cl)Cl (iron chloride). Run in ice, ClCCCl (1,2-dichloroethane), ClCCCl (1,2-dichloroethane). Run at temperature 80 celsius. Product: [N+](=O)([O-])C1=CC=C(C(=O)C2=CC=C(C=C2)C2(CCCCC2)C2=CC=C(C=C2)C(C2=CC=C(C=C2)[N+](=O)[O-])=O)C=C1 (1,1-bis(4-(4-nitrobenzoyl)phenyl)cyclohexane). Isolated yield 54.3%. As a reaction SMILES: [N+:1]([C:4]1[CH:12]=[CH:11][C:7]([C:8](Cl)=[O:9])=[CH:6][CH:5]=1)([O-:3])=[O:2].[C:13]1([C:19]2([C:25]3[CH:30]=[CH:29][CH:28]=[CH:27][CH:26]=3)[CH2:24][CH2:23][CH2:22][CH2:21][CH2:20]2)[CH:18]=[CH:17][CH:16]=[CH:15][CH:14]=1.Cl>ClCCCl.[Fe](Cl)Cl>[N+:1]([C:4]1[CH:12]=[CH:11][C:7]([C:8]([C:16]2[CH:15]=[CH:14][C:13]([C:19]3([C:25]4[CH:26]=[CH:27][C:28]([C:8](=[O:9])[C:7]5[CH:6]=[CH:5][C:4]([N+:1]([O-:3])=[O:2])=[CH:12][CH:11]=5)=[CH:29][CH:30]=4)[CH2:20][CH2:21][CH2:22][CH2:23][CH2:24]3)=[CH:18][CH:17]=2)=[O:9])=[CH:6][CH:5]=1)([O-:3])=[O:2]. Procedure details: In a 10-liters three-necked flask equipped with a stirring device, a thermometer and a nitrogen substituting device, 703 g (4.33 mole) of iron chloride and 1.7 liters of 1,2-dichloroethane were mixed, and 732 g (3.94 mole) of paranitrobenzoyl chloride was introduced with ice cooling to be dissolved. After warming the reaction solution to 80° C., a solution of 395 g (1.67 mole) of diphenylcyclohexane in 630 milliliters of 1,2-dichloroethane was added dropwise for 3 hours and 40 minutes. After the... The reactants are COC(=O)C1CCN(CC1)S(=O)(=O)CC1=CC(N(C2=CC=CC=C12)CC)(C)C ((1-ethyl-2,2-dimethyl-1,2-dihydroquinol-4-yl-methanesulfonyl)-piperidine-4-carboxylic acid methyl ester), CN1C(CC(C2=CC=C(C=C12)OC)CS(=O)(=O)Cl)(C)C ((1-Methyl-7-methoxy-2,2-dimethyl-1,2,3,4-tetrahydroquinol-4-yl)-methane-sulfonic acid chloride), COC(=O)C1CCNCC1 (4-piperidinecarboxylic acid methyl ester), C(Cl)(Cl)Cl (chloroform). Solvent: C(C)#N (acetonitrile), C(C)O (ethanol). Yields the product COC(=O)C1CCN(CC1)S(=O)(=O)CC1CC(N(C2=CC(=CC=C12)OC)C)(C)C ((1-Methyl-7-methoxy-2,2-dimethyl-1,2,3,4-tetrahydroquinol-4-yl-methane-sulfonyl)-piperidine-4-carboxylic acid methyl ester). Isolated yield 69.0%. As a reaction SMILES: [CH3:1][O:2][C:3]([CH:5]1[CH2:10][CH2:9][N:8]([S:11]([CH2:14][C:15]2[C:24]3[C:19](=[CH:20][CH:21]=[CH:22][CH:23]=3)[N:18]([CH2:25]C)[C:17]([CH3:28])([CH3:27])[CH:16]=2)(=[O:13])=[O:12])[CH2:7][CH2:6]1)=[O:4].CN1C2C(=CC=[C:37]([O:40]C)C=2)C(CS(Cl)(=O)=O)CC1(C)C.COC(C1CCNCC1)=O.C(Cl)(Cl)Cl>C(#N)C.C(O)C>[CH3:1][O:2][C:3]([CH:5]1[CH2:10][CH2:9][N:8]([S:11]([CH2:14][CH:15]2[C:24]3[C:19](=[CH:20][C:21]([O:40][CH3:37])=[CH:22][CH:23]=3)[N:18]([CH3:25])[C:17]([CH3:27])([CH3:28])[CH2:16]2)(=[O:12])=[O:13])[CH2:7][CH2:6]1)=[O:4]. Reported procedure: (1-Methyl-7-methoxy-2,2-dimethyl-1,2,3,4-tetrahydroquinol-4-yl-methane-sulfonyl)-piperidine-4-carboxylic acid methyl ester (20) is prepared similarly to compound (10) from compound (19) and 4-piperidinecarboxylic acid methyl ester in dry acetonitrile. It is isolated by column chromatography on silica gel using a gradient running from chloroform to ethanol. Starting materials: B(F)(F)F (boron trifluoride), F[H-]F.F[N+](F)(F)F (tetrafluorammonium bifluoride), F (hydrogen fluoride). Yields the product F[B-](F)(F)F.F[N+](F)(F)F (tetrafluorammonium tetrafluoroborate), F (hydrogen fluoride). RXN SMILES: [B:1]([F:4])([F:3])[F:2].[F:5][H-]F.[F:8][N+:9]([F:12])([F:11])[F:10].F>>[F:2][B-:1]([F:8])([F:4])[F:3].[F:8][N+:9]([F:12])([F:11])[F:10].[FH:5] |f:1.2,4.5|. Procedure details: adding boron trifluoride to the separated solution of tetrafluorammonium bifluoride in anhydrous liquid hydrogen fluoride to form tetrafluorammonium tetrafluoroborate in solution with hydrogen fluoride;